Dataset: the Open Reaction Database (ORD), a public repository of structured organic reaction records. Task: describe an organic reaction: reactants, conditions, products, and yield Starting materials: C1(CCCCC1)N=C=NC1CCCCC1 (N,N'-dicyclohexylcarbodiimide), OC1=CC=C(C=O)C=C1 (4-hydroxybenzaldehyde), C(C=C)(=O)OCCCCCCCCOC1=CC=C(C(=O)O)C=C1 (4-[8-acryloyloxyoctyloxy]benzoic acid). Reagents/catalysts: CN(C1=CC=NC=C1)C (4-(dimethylamino)pyridine). Run in ClCCl (dichloromethane). Conditions: time 8 hour. Yields the product C(C=C)(=O)OCCCCCCCCOC1=CC=C(C=C1)C(=O)OC1=CC=C(C=O)C=C1 (4-(4-[8-acryloyloxyoctyloxy]phenylcarbonyloxy)benzaldehyde). Isolated yield 83.3%. As a reaction SMILES: C1(N=C=NC2CCCCC2)CCCCC1.O[C:17]1[CH:24]=[CH:23][C:20]([CH:21]=[O:22])=[CH:19][CH:18]=1.[C:25]([O:29][CH2:30][CH2:31][CH2:32][CH2:33][CH2:34][CH2:35][CH2:36][CH2:37][O:38][C:39]1[CH:47]=[CH:46][C:42]([C:43]([OH:45])=[O:44])=[CH:41][CH:40]=1)(=[O:28])[CH:26]=[CH2:27]>CN(C)C1C=CN=CC=1.ClCCl>[C:25]([O:29][CH2:30][CH2:31][CH2:32][CH2:33][CH2:34][CH2:35][CH2:36][CH2:37][O:38][C:39]1[CH:40]=[CH:41][C:42]([C:43]([O:45][C:17]2[CH:24]=[CH:23][C:20]([CH:21]=[O:22])=[CH:19][CH:18]=2)=[O:44])=[CH:46][CH:47]=1)(=[O:28])[CH:26]=[CH2:27]. Reported procedure: 3.9 g of N,N'-dicyclohexylcarbodiimide were added at 0° C. within 15 minutes while stirring to a solution of 1.9 g of 4-hydroxybenzaldehyde, 5.0 g of 4-[8-acryloyloxyoctyloxy]benzoic acid and 0.1 g of 4-(dimethylamino)pyridine in 100 ml of dichloromethane. The reaction mixture was stirred at room temperature overnight, filtered and the filtrate was concentrated. Chromatographic purification of the residue on silica gel with cyclohexane/ethyl acetate (vol. 8:2) and two-fold recrystallization from...